Dataset: the Open Reaction Database (ORD), a public repository of structured organic reaction records. Task: describe an organic reaction: reactants, conditions, products, and yield Starting materials: C(C1=CC=CC=C1)(=O)NCC(=O)C1=CC=CC=C1 (alpha-(benzamido) acetophenone), P12(=S)SP3(=S)SP(=S)(S1)SP(=S)(S2)S3 (phosphorus pentasulfide), product. Product: C1(=CC=CC=C1)C=1SC(=CN1)C1=CC=CC=C1 (2,5-diphenylthiazole). RXN SMILES: [C:1]([NH:9][CH2:10][C:11]([C:13]1[CH:18]=[CH:17][CH:16]=[CH:15][CH:14]=1)=O)(=O)[C:2]1[CH:7]=[CH:6][CH:5]=[CH:4][CH:3]=1.P12(SP3(SP(SP(S3)(S1)=S)(=S)S2)=S)=[S:20]>>[C:2]1([C:1]2[S:20][C:11]([C:13]3[CH:18]=[CH:17][CH:16]=[CH:15][CH:14]=3)=[CH:10][N:9]=2)[CH:7]=[CH:6][CH:5]=[CH:4][CH:3]=1. Procedure: Another sample of 2,5-diphenylthiazole is prepared by reacting alpha-(benzamido) acetophenone with phosphorus pentasulfide according to the procedure given by Gabriel, Berichte 43, 137 (1910); C.A. 4, 928. The overall yield, based on phenacyl bromide, is about 25% and the product melts at 103°-106° C.